From a dataset of the Open Reaction Database (ORD), a public repository of structured organic reaction records. describe an organic reaction: reactants, conditions, products, and yield The reactants are CN1C(=NN=C1C=1C=C2C=CC=NC2=CC1)S (4-Methyl-5-quinolin-6-yl-4H-[1,2,4]triazole-3-thiol), BrCCCC1OCC(CO1)(C)C (2-(3-Bromo-propyl)-5,5-dimethyl-[1,3]dioxane), [OH-].[Li+] (lithium hydroxide). Solvent: CN(C=O)C (dimethylformamide). The product is CC1(COC(OC1)CCCSC=1N(C(=NN1)C=1C=C2C=CC=NC2=CC1)C)C (6-{5-[3-(5,5-Dimethyl-[1,3] dioxan-2-yl)-propylsulfanyl]-4-methyl-4H-[1,2,4] triazol-3-yl}-quinoline). Isolated yield 64.2%. RXN SMILES: [CH3:1][N:2]1[C:6]([C:7]2[CH:8]=[C:9]3[C:14](=[CH:15][CH:16]=2)[N:13]=[CH:12][CH:11]=[CH:10]3)=[N:5][N:4]=[C:3]1[SH:17].Br[CH2:19][CH2:20][CH2:21][CH:22]1[O:27][CH2:26][C:25]([CH3:29])([CH3:28])[CH2:24][O:23]1.[OH-].[Li+]>CN(C)C=O>[CH3:28][C:25]1([CH3:29])[CH2:24][O:23][CH:22]([CH2:21][CH2:20][CH2:19][S:17][C:3]2[N:2]([CH3:1])[C:6]([C:7]3[CH:8]=[C:9]4[C:14](=[CH:15][CH:16]=3)[N:13]=[CH:12][CH:11]=[CH:10]4)=[N:5][N:4]=2)[O:27][CH2:26]1 |f:2.3|. Procedure: 4-Methyl-5-quinolin-6-yl-4H-[1,2,4]triazole-3-thiol (0.5 g, 2.07 mmol), 2-(3-Bromo-propyl)-5,5-dimethyl-[1,3]dioxane (0.49 g, 2.07 mmol) and lithium hydroxide (50 mg) were heated in dimethylformamide at 100° C. for 3 h. The mixture was cooled and partitioned between water (80 ml) and ethyl acetate (100 ml). The layers were separated and the aqueous re-extracted with ethyl acetate (100 ml). The combined organic portions were washed with brine (100 ml) and then dried (Na2SO4), filtered and evapora... The reactants are CS(=O)(=O)Cl (Methane sulfonyl chloride), TEA, ClC=1C=C(C=CC1)C1=NC(=NO1)C(C)O (1-[5-(3-Chloro-phenyl)-1,2,4-oxadiazol-3-yl]-ethanol). The solvent is C(Cl)Cl (DCM). Run at time 15 minute. The product is CS(=O)(=O)OC(C)C1=NOC(=N1)C1=CC(=CC=C1)Cl (1-[5-(3-chlorophenyl)-[1,2,4]oxadiazol-3-yl]ethyl methanesulfonate). Isolated yield 99.1%. Reaction SMILES: [CH3:1][S:2](Cl)(=[O:4])=[O:3].[Cl:6][C:7]1[CH:8]=[C:9]([C:13]2[O:17][N:16]=[C:15]([CH:18]([OH:20])[CH3:19])[N:14]=2)[CH:10]=[CH:11][CH:12]=1>C(Cl)Cl>[CH3:1][S:2]([O:20][CH:18]([C:15]1[N:14]=[C:13]([C:9]2[CH:10]=[CH:11][CH:12]=[C:7]([Cl:6])[CH:8]=2)[O:17][N:16]=1)[CH3:19])(=[O:4])=[O:3]. Procedure details: Methane sulfonyl chloride (40 ml, 0.49 mmol) was added to a mixture of TEA (95 ml, 0.67 mmol) and 1-[5-(3-Chloro-phenyl)-1,2,4-oxadiazol-3-yl]-ethanol (100 mg, 0.45 mmol) in DCM (5 ml). After stirring for 15 min the mixture was washed with water and brine, dried and concentrated to yield the title compound (135 mg). 1H NMR: 1.9 (d, 3 H) 3.1 (s, 3 H) 5.9 (q, 1 H) 7.5 (t, 1 H) 7.6 (m, 1 H) 8.0 (m, 1 H) 8.1 (t, 1 H) The solvent is C(C)O (ethanol). Isolated yield 75.3%. Reported procedure: To a solution of 5-(2-chlorophenyl)-3-(1,3-dioxo-1,3-dihydro-2H-isoindol-2-yl)-4-oxo-4,5-dihydro-1H-pyrazolo[4,3-c]pyridine-6-carbonitrile obtained in Step K (203 mg) in ethanol (1.63 mL) was added hydrazine monohydrate (29.3 mg) at room temperature. The reaction mixture was stirred at 50° C. for 20 min, and cooled to room temperature. To the reaction mixture was added water, and the mixture was extracted with ethyl acetate. The extract was washed with water and saturated brine, and dried over a... Reactants: ClC1=C(C=CC=C1)N1C(C2=C(C=C1C#N)NN=C2N2C(C1=CC=CC=C1C2=O)=O)=O (5-(2-chlorophenyl)-3-(1,3-dioxo-1,3-dihydro-2H-isoindol-2-yl)-4-oxo-4,5-dihydro-1H-pyrazolo[4,3-c]pyridine-6-carbonitrile), O.NN (hydrazine monohydrate), O (water). Conditions: temperature 50 celsius, time 20 minute. RXN SMILES: [Cl:1][C:2]1[CH:7]=[CH:6][CH:5]=[CH:4][C:3]=1[N:8]1[C:13]([C:14]#[N:15])=[CH:12][C:11]2[NH:16][N:17]=[C:18]([N:19]3C(=O)C4C(=CC=CC=4)C3=O)[C:10]=2[C:9]1=[O:30].O.NN.O>C(O)C>[NH2:19][C:18]1[C:10]2[C:9](=[O:30])[N:8]([C:3]3[CH:4]=[CH:5][CH:6]=[CH:7][C:2]=3[Cl:1])[C:13]([C:14]#[N:15])=[CH:12][C:11]=2[NH:16][N:17]=1 |f:1.2|. Yields the product NC1=NNC2=C1C(N(C(=C2)C#N)C2=C(C=CC=C2)Cl)=O (3-amino-5-(2-chlorophenyl)-4-oxo-4,5-dihydro-1H-pyrazolo[4,3-c]pyridine-6-carbonitrile).